Dataset: the Open Reaction Database (ORD), a public repository of structured organic reaction records. Task: describe an organic reaction: reactants, conditions, products, and yield Starting materials: BrCc1ccc(Br)cc1, C1CCNC1, CCN(C(C)C)C(C)C, C1CCOC1. Product: Brc1ccc(CN2CCCC2)cc1. As a reaction SMILES: [Br:1][c:2]1[cH:3][cH:4][c:5]([CH2:6][Br:7])[cH:8][cH:9]1.[CH2:10]1[CH2:11][CH2:12][NH:13][CH2:14]1.[CH2:15]([N:16]([CH:17]([CH3:18])[CH3:19])[CH:20]([CH3:21])[CH3:22])[CH3:23].[CH2:24]1[O:25][CH2:26][CH2:27][CH2:28]1>>[Br:1][c:2]1[cH:3][cH:4][c:5]([CH2:6][N:13]2[CH2:12][CH2:11][CH2:10][CH2:14]2)[cH:8][cH:9]1. Reactants: ClC1=C(C=CC=C1)N1C=NC=C1 (1-(2-chlorophenyl)-1H-imidazole), C(CCC)[Li] (n-Butyllithium), IC=1N=C2N(CCOC3=C2C=C(C=C3)C(=O)OC)C1 (methyl 2-iodo-5,6-dihydrobenzo[f]imidazo[1,2-d][1,4]oxazepine-10-carboxylate). The reagents and catalysts are [Cl-].[Cl-].[Zn+2] (Zinc dichloride), C=1C=CC(=CC1)[P](C=2C=CC=CC2)(C=3C=CC=CC3)[Pd]([P](C=4C=CC=CC4)(C=5C=CC=CC5)C=6C=CC=CC6)([P](C=7C=CC=CC7)(C=8C=CC=CC8)C=9C=CC=CC9)[P](C=1C=CC=CC1)(C=1C=CC=CC1)C=1C=CC=CC1 (Tetrakis(triphenylphosphine)palladium(0)), [Cl-].[Cl-].[Zn+2] (Zinc dichloride). The solvent is O1CCCC1 (Tetrahydrofuran), CCOC(=O)C (EtOAc), CCCCCC (Hexane), O1CCCC1 (tetrahydrofuran), O1CCCC1 (Tetrahydrofuran), C1CCOC1 (THF). Run at temperature -78 celsius, time 1 hour. The product is ClC1=C(C=CC=C1)N1C(=NC=C1)C=1N=C2N(CCOC3=C2C=C(C=C3)C(=O)OC)C1 (methyl 2-(1-(2-chlorophenyl)-1H-imidazol-2-yl)-5,6-dihydrobenzo[f]imidazo[1,2-d][1,4]oxazepine-10-carboxylate). Reaction SMILES: [Cl:1][C:2]1[CH:7]=[CH:6][CH:5]=[CH:4][C:3]=1[N:8]1[CH:12]=[CH:11][N:10]=[CH:9]1.C([Li])CCC.I[C:19]1[N:20]=[C:21]2[C:27]3[CH:28]=[C:29]([C:32]([O:34][CH3:35])=[O:33])[CH:30]=[CH:31][C:26]=3[O:25][CH2:24][CH2:23][N:22]2[CH:36]=1>CCCCCC.O1CCCC1.CCOC(C)=O.[Cl-].[Cl-].[Zn+2].C1C=CC([P]([Pd]([P](C2C=CC=CC=2)(C2C=CC=CC=2)C2C=CC=CC=2)([P](C2C=CC=CC=2)(C2C=CC=CC=2)C2C=CC=CC=2)[P](C2C=CC=CC=2)(C2C=CC=CC=2)C2C=CC=CC=2)(C2C=CC=CC=2)C2C=CC=CC=2)=CC=1>[Cl:1][C:2]1[CH:7]=[CH:6][CH:5]=[CH:4][C:3]=1[N:8]1[CH:12]=[CH:11][N:10]=[C:9]1[C:19]1[N:20]=[C:21]2[C:27]3[CH:28]=[C:29]([C:32]([O:34][CH3:35])=[O:33])[CH:30]=[CH:31][C:26]=3[O:25][CH2:24][CH2:23][N:22]2[CH:36]=1 |f:6.7.8,^1:60,62,81,100|. Procedure: To a solution of 1-(2-chlorophenyl)-1H-imidazole (0.133 g, 0.743 mmol) in tetrahydrofuran (5.43 mL, 66.9 mmol) at −78° C. was added 1.60 M of n-Butyllithium in Hexane (0.464 mL) dropwise. The reaction mixture was stirred at −78° C. for 1 h then 0.50 M of Zinc dichloride in Tetrahydrofuran (1.48 mL) was added. The reaction mixture was warmed to RT 30 min then added Tetrakis(triphenylphosphine)palladium(0) (0.0780 g, 0.0675 mmol), solution of methyl 2-iodo-5,6-dihydrobenzo[f]imidazo[1,2-d][1,4]oxa... Starting materials: N1(CCNCC1)C(=O)OC(C)(C)C (tert-butyl 1-piperazine-carboxylate), C(C)N(C(C)C)C(C)C (N-ethyl-N-isopropylpropan-2-amine), C(C)(C)(C)NC(C1=CC(=CC=C1)CCl)=O (N-tert-butyl-3-(chloromethyl)benzamide). Run in CS(=O)C (dimethyl sulfoxide), C(C)(=O)OCC (ethyl acetate). Conditions: time 8 hour. The product is C(C)(C)(C)NC(=O)C=1C=C(CN2CCN(CC2)C(=O)OC(C)(C)C)C=CC1 (tert-butyl 4-(3-(tert-butylcarbamoyl)benzyl)piperazine-1-carboxylate). As a reaction SMILES: [C:1]([NH:5][C:6](=[O:15])[C:7]1[CH:12]=[CH:11][CH:10]=[C:9]([CH2:13]Cl)[CH:8]=1)([CH3:4])([CH3:3])[CH3:2].[N:16]1([C:22]([O:24][C:25]([CH3:28])([CH3:27])[CH3:26])=[O:23])[CH2:21][CH2:20][NH:19][CH2:18][CH2:17]1.C(N(C(C)C)C(C)C)C>CS(C)=O.C(OCC)(=O)C>[C:1]([NH:5][C:6]([C:7]1[CH:8]=[C:9]([CH:10]=[CH:11][CH:12]=1)[CH2:13][N:19]1[CH2:18][CH2:17][N:16]([C:22]([O:24][C:25]([CH3:28])([CH3:27])[CH3:26])=[O:23])[CH2:21][CH2:20]1)=[O:15])([CH3:4])([CH3:3])[CH3:2]. Procedure: The N-tert-butyl-3-(chloromethyl)benzamide was placed under an argon atmosphere and treated with a solution of tert-butyl 1-piperazine-carboxylate (2.96 g, 15.9 mmol) and N-ethyl-N-isopropylpropan-2-amine (5.53 mL, 31.7 mmol) in dimethyl sulfoxide (15 mL) at room temperature. The reaction mixture was stirred overnight, diluted with ethyl acetate (100 mL) and washed with saturated aqueous sodium chloride (×5). The organic phase was dried on magnesium sulfate, filtered and concentrated under vacuu... Reactants: Br, CCc1ncc(CBr)c(N)n1, Cc1cc2ccnc(C)c2s1, CN(C)C=O. The product is [Br-], Br, CCc1ncc(C[n+]2ccc3cc(C)sc3c2C)c(N)n1. RXN SMILES: [BrH:1].[CH2:2]([CH3:3])[c:4]1[n:5][cH:6][c:7]([CH2:11][Br:12])[c:8]([NH2:10])[n:9]1.[CH3:13][c:14]1[cH:15][c:16]2[c:17]([c:18]([CH3:22])[n:19][cH:20][cH:21]2)[s:23]1.[CH3:24][N:25]([CH3:26])[CH:27]=[O:28]>>[Br-:1].[BrH:12].[CH2:2]([CH3:3])[c:4]1[n:5][cH:6][c:7]([CH2:11][n+:19]2[c:18]([CH3:22])[c:17]3[c:16]([cH:15][c:14]([CH3:13])[s:23]3)[cH:21][cH:20]2)[c:8]([NH2:10])[n:9]1.